This data is from the Open Reaction Database (ORD), a public repository of structured organic reaction records. The task is: describe an organic reaction: reactants, conditions, products, and yield Starting materials: C([O-])([O-])=O.[Na+].[Na+] (sodium carbonate), CC1(OB(OC1(C)C)C1=CN=CC2=CC=CC=C12)C (4-(4,4,5,5-tetramethyl-1,3,2-dioxaborolan-2-yl)isoquinoline), BrC1=CC(=C(C(=O)OC(C)(C)C)C=C1)[N+](=O)[O-] (tert-butyl 4-bromo-2-nitrobenzoate). Reagents/catalysts: Cl[Pd]([P](C1=CC=CC=C1)(C2=CC=CC=C2)C3=CC=CC=C3)([P](C4=CC=CC=C4)(C5=CC=CC=C5)C6=CC=CC=C6)Cl (bis(triphenylphosphine)palladium(II) dichloride). Run in O (water), C(C)(=O)OCC (ethyl acetate), COCCOC (ethylene glycol dimethyl ether), O (Water). Yields the product C1=NC=C(C2=CC=CC=C12)C1=CC(=C(C(=O)OC(C)(C)C)C=C1)[N+](=O)[O-] (tert-butyl 4-(isoquinolin-4-yl)-2-nitrobenzoate). The yield is 100.0%. Reaction SMILES: C(=O)([O-])[O-].[Na+].[Na+].CC1(C)C(C)(C)OB([C:15]2[C:24]3[C:19](=[CH:20][CH:21]=[CH:22][CH:23]=3)[CH:18]=[N:17][CH:16]=2)O1.Br[C:27]1[CH:39]=[CH:38][C:30]([C:31]([O:33][C:34]([CH3:37])([CH3:36])[CH3:35])=[O:32])=[C:29]([N+:40]([O-:42])=[O:41])[CH:28]=1>Cl[Pd](Cl)([P](C1C=CC=CC=1)(C1C=CC=CC=1)C1C=CC=CC=1)[P](C1C=CC=CC=1)(C1C=CC=CC=1)C1C=CC=CC=1.O.C(OCC)(=O)C.COCCOC>[CH:18]1[C:19]2[C:24](=[CH:23][CH:22]=[CH:21][CH:20]=2)[C:15]([C:27]2[CH:39]=[CH:38][C:30]([C:31]([O:33][C:34]([CH3:36])([CH3:37])[CH3:35])=[O:32])=[C:29]([N+:40]([O-:42])=[O:41])[CH:28]=2)=[CH:16][N:17]=1 |f:0.1.2,^1:45,64|. Reported procedure: Water (15 mL), sodium carbonate (4.6 g), 4-(4,4,5,5-tetramethyl-1,3,2-dioxaborolan-2-yl)isoquinoline (5.1 g), and bis(triphenylphosphine)palladium(II) dichloride (0.24 g) were added to an ethylene glycol dimethyl ether (50 mL) solution of tert-butyl 4-bromo-2-nitrobenzoate (5.0 g), followed by heating to reflux under a nitrogen atmosphere for 2 hours. The reaction mixture was cooled to room temperature, and then ethyl acetate and water were added thereto. The organic layer was separated, washed ... Reactants: [BH4-], COC(=O)c1ccc(OCc2c(-c3ccc(F)c(F)c3)noc2C=O)nc1, CCOC(C)=O, CO, [Na+], O=C(O)CC(O)(CC(=O)O)C(=O)O. Yields the product COC(=O)c1ccc(OCc2c(-c3ccc(F)c(F)c3)noc2CO)nc1. Reaction SMILES: [BH4-:28].[CH3:1][O:2][C:3]([c:4]1[cH:5][n:6][c:7]([O:10][CH2:11][c:12]2[c:13](-[c:19]3[cH:20][c:21]([F:26])[c:22]([F:25])[cH:23][cH:24]3)[n:14][o:15][c:16]2[CH:17]=[O:18])[cH:8][cH:9]1)=[O:27].[CH3:43][CH2:44][O:45][C:46](=[O:47])[CH3:48].[CH3:49][OH:50].[Na+:29].[OH:30][C:31]([CH2:32][C:33]([C:34](=[O:35])[OH:36])([CH2:37][C:38](=[O:39])[OH:40])[OH:41])=[O:42]>>[CH3:1][O:2][C:3]([c:4]1[cH:5][n:6][c:7]([O:10][CH2:11][c:12]2[c:13](-[c:19]3[cH:20][c:21]([F:26])[c:22]([F:25])[cH:23][cH:24]3)[n:14][o:15][c:16]2[CH2:17][OH:18])[cH:8][cH:9]1)=[O:27]. The reactants are C(O)(O)=O.C1=CC=CC=2C3=CC=CC=C3C(C12)C1C(=O)NC(C1)=O (9-Fluorenyl succinimide carbonate), Cupric sulphate, N[C@@H](CCN)C(=O)O.Cl.Cl (H-Dab-OH.2HCl), [OH-].[Na+] (NaOH). Run in O (water), O (water). Reaction conditions: time 1 hour. The product is N[C@@H](CCNC(=O)OCC1C2=CC=CC=C2C2=CC=CC=C12)C(=O)O (H-Dab(Fmoc)-OH). RXN SMILES: [NH2:1][C@H:2]([C:6]([OH:8])=[O:7])[CH2:3][CH2:4][NH2:5].Cl.Cl.[OH-].[Na+].[C:13](=[O:16])(O)[OH:14].[CH:17]1[C:29]2[CH:28]([CH:30]3CC(=O)NC3=O)[C:27]3[C:22](=[CH:23][CH:24]=[CH:25][CH:26]=3)[C:21]=2[CH:20]=[CH:19][CH:18]=1>O>[NH2:1][C@H:2]([C:6]([OH:8])=[O:7])[CH2:3][CH2:4][NH:5][C:13]([O:14][CH2:30][CH:28]1[C:29]2[C:21](=[CH:20][CH:19]=[CH:18][CH:17]=2)[C:22]2[C:27]1=[CH:26][CH:25]=[CH:24][CH:23]=2)=[O:16] |f:0.1.2,3.4,5.6|. Procedure: Cupric sulphate (1.4 g, 5.5 mM) in (5.5 cm3) water was added to a stirred solution of H-Dab-OH.2HCl (2 g, 0.5 mM) and NaOH (0.8 g. 0.02 mM) in water (44 cm3), and the resulting mixture stirred for one hour. 9-Fluorenyl succinimide carbonate (3.2 g) was then added dropwise with vigorous stirring and the resulting mixture stirred at room temperature for three days. The precipitate resulting was filtered, washed with water and dried. Excess ethylene diamine tetraacetic acid disodium salt was then a... The reactants are FC1=CC2=C(N=C(C=3C=CNC(C23)=O)NC=2C=C(C#N)C=CC2C)C=C1 (3-[(9-fluoro-1-oxo-1,2-dihydrobenzo[c]-2,6-naphthyridin-5-yl)amino]-4-methylbenzonitrile), [H-].[Al+3].[Li+].[H-].[H-].[H-] (lithium aluminum hydride). The solvent is C1CCOC1 (THF). Reaction conditions: time 18 hour. Product: NCC=1C=CC(=C(C1)NC1=NC2=C(C=3C(NC=CC13)=O)C=C(C=C2)F)C (5-{[5-(Aminomethyl)-2-methylphenyl]amino}-9-fluorobenzo[c]-2,6-naphthyridin-1(2H)-one). As a reaction SMILES: [F:1][C:2]1[CH:26]=[CH:25][C:5]2[N:6]=[C:7]([NH:15][C:16]3[CH:17]=[C:18]([CH:21]=[CH:22][C:23]=3[CH3:24])[C:19]#[N:20])[C:8]3[CH:9]=[CH:10][NH:11][C:12](=[O:14])[C:13]=3[C:4]=2[CH:3]=1.[H-].[Al+3].[Li+].[H-].[H-].[H-]>C1COCC1>[NH2:20][CH2:19][C:18]1[CH:21]=[CH:22][C:23]([CH3:24])=[C:16]([NH:15][C:7]2[C:8]3[CH:9]=[CH:10][NH:11][C:12](=[O:14])[C:13]=3[C:4]3[CH:3]=[C:2]([F:1])[CH:26]=[CH:25][C:5]=3[N:6]=2)[CH:17]=1 |f:1.2.3.4.5.6|. Procedure details: To a solution of 3-[(9-fluoro-1-oxo-1,2-dihydrobenzo[c]-2,6-naphthyridin-5-yl)amino]-4-methylbenzonitrile (40 mg, 0.12 mmol) in THF (1.1 mL) at 0° C. was added lithium aluminum hydride (0.4 mL, 1 M, 0.40 mmol). The reaction was stirred for 18 hours and then quenched by the addition of 0.02 mL water, then 0.02 mL 10% aq. NaOH and finally 0.05 mL water. The mixture was then poured into a separatory funnel with water and EtOAc. The mixture was extracted with EtOAc and the extracts were washed with ... Starting materials: COC(CNC1=NC2=C(CCC1NC(OCC1=CC=CC=C1)=O)C=CC=C2)OC (benzyl N-[2-(2,2-dimethoxyethylamino)-4,5-dihydro-3H-1-benzazepin-3-yl]carbamate), C(=O)O (formic acid), black oil. The solvent is ClCCl (dichloromethane). Reaction conditions: time 0.65 minute. Product: C1=CN=C2N1C1=C(CC[C@H]2NC(OCC2=CC=CC=C2)=O)C=CC=C1 (Benzyl N-[(4R)-5,6-dihydro-4H-imidazo[1,2-a][1]benzazepin-4-yl]carbamate). Isolated yield 45.0%. As a reaction SMILES: CO[CH:3](OC)[CH2:4][NH:5][C:6]1[CH:12]([NH:13][C:14](=[O:23])[O:15][CH2:16][C:17]2[CH:22]=[CH:21][CH:20]=[CH:19][CH:18]=2)[CH2:11][CH2:10][C:9]2[CH:24]=[CH:25][CH:26]=[CH:27][C:8]=2[N:7]=1.C(O)=O>ClCCl>[CH:3]1[N:7]2[C:8]3[CH:27]=[CH:26][CH:25]=[CH:24][C:9]=3[CH2:10][CH2:11][C@@H:12]([NH:13][C:14](=[O:23])[O:15][CH2:16][C:17]3[CH:22]=[CH:21][CH:20]=[CH:19][CH:18]=3)[C:6]2=[N:5][CH:4]=1. Procedure details: Heat a mixture of benzyl N-[2-(2,2-dimethoxyethylamino)-4,5-dihydro-3H-1-benzazepin-3-yl]carbamate (1.80 kg, 4.1 mol) and formic acid (6.4 L) at 95° C. for 80 minutes. Concentrate the mixture under reduced pressure to give a black oil and partition it between dichloromethane (7.0 L) and water (5 L). Add sodium carbonate until the pH of the aqueous layer is 7. Remove the organic layer and wash with water (3×). Extract the aqueous layers with dichloromethane. Combine the organic layers and concent...